Dataset: the Open Reaction Database (ORD), a public repository of structured organic reaction records. Task: describe an organic reaction: reactants, conditions, products, and yield Starting materials: CC1(C)OB(c2ccc3c(c2)[nH]c2c(C(N)=O)cnc(NC(C4CC4)C4CC4)c23)OC1(C)C, C1CCC(P(C2CCCCC2)C2CCCCC2)CC1, Clc1cccnn1, [K+], [K+], [K+], O=C(C=Cc1ccccc1)C=Cc1ccccc1, C1COCCO1, O=C(C=Cc1ccccc1)C=Cc1ccccc1, O=C(C=Cc1ccccc1)C=Cc1ccccc1, O=P([O-])([O-])[O-], [Pd], [Pd]. Yields the product NC(=O)c1cnc(NC(C2CC2)C2CC2)c2c1[nH]c1cc(-c3cccnn3)ccc12. RXN SMILES: [CH:1]1([CH:4]([CH:5]2[CH2:6][CH2:7]2)[NH:8][c:9]2[n:10][cH:11][c:12]([C:31](=[O:32])[NH2:33])[c:13]3[nH:14][c:15]4[cH:16][c:17]([B:22]5[O:23][C:24]([CH3:25])([CH3:26])[C:27]([CH3:28])([CH3:29])[O:30]5)[cH:18][cH:19][c:20]4[c:21]23)[CH2:2][CH2:3]1.[CH:41]1([P:42]([CH:43]2[CH2:44][CH2:45][CH2:46][CH2:47][CH2:48]2)[CH:49]2[CH2:50][CH2:51][CH2:52][CH2:53][CH2:54]2)[CH2:55][CH2:56][CH2:57][CH2:58][CH2:59]1.[Cl:34][c:35]1[n:36][n:37][cH:38][cH:39][cH:40]1.[K+:65].[K+:66].[K+:67].[O:112]=[C:113]([CH:114]=[CH:115][c:116]1[cH:117][cH:118][cH:119][cH:120][cH:121]1)[CH:122]=[CH:123][c:124]1[cH:125][cH:126][cH:127][cH:128][cH:129]1.[O:68]1[CH2:69][CH2:70][O:71][CH2:72][CH2:73]1.[O:76]=[C:77]([CH:78]=[CH:79][c:80]1[cH:81][cH:82][cH:83][cH:84][cH:85]1)[CH:86]=[CH:87][c:88]1[cH:89][cH:90][cH:91][cH:92][cH:93]1.[O:94]=[C:95]([CH:96]=[CH:97][c:98]1[cH:99][cH:100][cH:101][cH:102][cH:103]1)[CH:104]=[CH:105][c:106]1[cH:107][cH:108][cH:109][cH:110][cH:111]1.[P:60]([O-:61])([O-:62])([O-:63])=[O:64].[Pd:74].[Pd:75]>>[CH:1]1([CH:4]([CH:5]2[CH2:6][CH2:7]2)[NH:8][c:9]2[n:10][cH:11][c:12]([C:31](=[O:32])[NH2:33])[c:13]3[nH:14][c:15]4[cH:16][c:17](-[c:35]5[n:36][n:37][cH:38][cH:39][cH:40]5)[cH:18][cH:19][c:20]4[c:21]23)[CH2:2][CH2:3]1. Starting materials: C(C1=CC=CC=C1)N1C2=CC(=CC(=C2C=2C(=CC=CC12)C(=O)N)O)OC (9-benzyl-5-hydroxy-7-methoxycarbazole-4-carboxamide), [H-].[Na+] (NaH), BrCC#N (bromoacetonitrile). Run in CN(C)C=O (DMF), C1CCOC1 (THF), CCOC(=O)C (EtOAc). Conditions: time 4 hour. Yields the product C(C1=CC=CC=C1)N1C2=CC(=CC(=C2C=2C(=CC=CC12)C(=O)N)OCC#N)OC (9-benzyl-7-methoxy-5-cyanomethyloxy-carbazole-4-carboxamide). Yield: 62.2%. RXN SMILES: [CH2:1]([N:8]1[C:20]2[CH:19]=[CH:18][CH:17]=[C:16]([C:21]([NH2:23])=[O:22])[C:15]=2[C:14]2[C:9]1=[CH:10][C:11]([O:25][CH3:26])=[CH:12][C:13]=2[OH:24])[C:2]1[CH:7]=[CH:6][CH:5]=[CH:4][CH:3]=1.[H-].[Na+].Br[CH2:30][C:31]#[N:32]>CN(C=O)C.C1COCC1.CCOC(C)=O>[CH2:1]([N:8]1[C:20]2[CH:19]=[CH:18][CH:17]=[C:16]([C:21]([NH2:23])=[O:22])[C:15]=2[C:14]2[C:9]1=[CH:10][C:11]([O:25][CH3:26])=[CH:12][C:13]=2[O:24][CH2:30][C:31]#[N:32])[C:2]1[CH:7]=[CH:6][CH:5]=[CH:4][CH:3]=1 |f:1.2|. Procedure details: To a stirred solution of 9-benzyl-5-hydroxy-7-methoxycarbazole-4-carboxamide (0.75 g, 2.17 mmol) in DMF (76 ml) and THF (16 ml) and added 60% NaH (0.11 g, 2.71 mmol). After 15 min bromoacetonitrile (0.20 ml, 2.93 mmol) was added and the reaction was allowed to stir for 4 h. The reaction was diluted with EtOAc, extracted with water, then brine, dried (Na2SO4), and chromatographed on silica gel using a CH2Cl2-EtOAc-methanol gradient to give the titled compound (0.52 g, 63%). MS (ES+) 386 The reactants are CC(=O)OCC(=O)C1(OC(C)=O)CCC2C3CCC4=CC(=O)CCC4(C)C3CCC21C, ClCCl, COCOC. Product: C=C1CC2C(CCC3(C)C2CCC3(OC(C)=O)C(=O)COC(C)=O)C2(C)CCC(=O)C=C12. RXN SMILES: [C:1]([CH3:2])(=[O:3])[O:4][C:5]1([C:6]([CH2:7][O:8][C:9]([CH3:10])=[O:11])=[O:12])[CH2:13][CH2:14][CH:15]2[CH:16]3[CH2:17][CH2:18][C:19]4=[CH:20][C:21](=[O:31])[CH2:22][CH2:23][C:24]4([CH3:25])[CH:26]3[CH2:27][CH2:28][C:29]12[CH3:30].[CH2:32]([Cl:33])[Cl:34].[CH3:35][O:36][CH2:37][O:38][CH3:39]>>[C:1]([CH3:2])(=[O:3])[O:4][C:5]1([C:6]([CH2:7][O:8][C:9]([CH3:10])=[O:11])=[O:12])[CH2:13][CH2:14][CH:15]2[CH:16]3[CH2:17][C:18](=[CH2:32])[C:19]4=[CH:20][C:21](=[O:31])[CH2:22][CH2:23][C:24]4([CH3:25])[CH:26]3[CH2:27][CH2:28][C:29]12[CH3:30]. The reactants are C(C1=CC=CC=C1)(=O)C1=C(C(=O)OCC)C=C(C(=C1)OCC1=CC=CC=C1)OC (ethyl 2-benzoyl-4-benzyloxy-5-methoxy-benzoate), ClCCl (dichloromethane), Cl (hydrochloric acid). Reagents/catalysts: [Ti](Cl)(Cl)(Cl)Cl (titanium tetrachloride). Run in C(C)(=O)OCC (ethyl acetate). Run at time 30 minute. Product: C(C1=CC=CC=C1)(=O)C1=C(C(=O)OCC)C=C(C(=C1)O)OC (Ethyl 2-benzoyl-4-hydroxy-5-methoxybenzoate). The yield is 84.3%. As a reaction SMILES: [C:1]([C:9]1[CH:19]=[C:18]([O:20]CC2C=CC=CC=2)[C:17]([O:28][CH3:29])=[CH:16][C:10]=1[C:11]([O:13][CH2:14][CH3:15])=[O:12])(=[O:8])[C:2]1[CH:7]=[CH:6][CH:5]=[CH:4][CH:3]=1.ClCCl.Cl>[Ti](Cl)(Cl)(Cl)Cl.C(OCC)(=O)C>[C:1]([C:9]1[CH:19]=[C:18]([OH:20])[C:17]([O:28][CH3:29])=[CH:16][C:10]=1[C:11]([O:13][CH2:14][CH3:15])=[O:12])(=[O:8])[C:2]1[CH:3]=[CH:4][CH:5]=[CH:6][CH:7]=1. Reported procedure: To a mixture of ethyl 2-benzoyl-4-benzyloxy-5-methoxy-benzoate (reference example 11-1) (848 mg) and dichloromethane (30 mL) was added titanium tetrachloride (0.31 mL) under room temperature. After stirring for 30 minutes, 2 mol/L hydrochloric acid and ethyl acetate were added to the mixture. The separated organic layer was dried over anhydrous sodium sulfate, and concentrated under reduced pressure. The residue was purified by silica gel column chromatography (eluent: 10%-100% ethyl acetate/hex...